From a dataset of the Open Reaction Database (ORD), a public repository of structured organic reaction records. describe an organic reaction: reactants, conditions, products, and yield The reactants are CCO, N#Cc1ccc(Cc2cc(-c3ccc(OC(F)(F)F)cc3)n(C3CCCCC3)n2)cc1, [K+], [OH-], O. The product is O=C(O)c1ccc(Cc2cc(-c3ccc(OC(F)(F)F)cc3)n(C3CCCCC3)n2)cc1. Reaction SMILES: [CH3:35][CH2:36][OH:37].[CH:1]1([n:7]2[n:8][c:9]([CH2:23][c:24]3[cH:25][cH:26][c:27]([C:28]#[N:29])[cH:30][cH:31]3)[cH:10][c:11]2-[c:12]2[cH:13][cH:14][c:15]([O:18][C:19]([F:20])([F:21])[F:22])[cH:16][cH:17]2)[CH2:2][CH2:3][CH2:4][CH2:5][CH2:6]1.[K+:34].[OH-:33].[OH2:32]>>[CH:1]1([n:7]2[n:8][c:9]([CH2:23][c:24]3[cH:25][cH:26][c:27]([C:28](=[O:32])[OH:33])[cH:30][cH:31]3)[cH:10][c:11]2-[c:12]2[cH:13][cH:14][c:15]([O:18][C:19]([F:20])([F:21])[F:22])[cH:16][cH:17]2)[CH2:2][CH2:3][CH2:4][CH2:5][CH2:6]1. The reactants are C(C)(C)C1=C(C(=CC=C1)C(C)C)OCC(C)O (1-(2,6-diisopropylphenyloxy)-2-propanol), C(C)(C)(C)C1=C(C=CC=C1)OCC(CC)O (1-(2-tert-butylphenyloxy)-2-butanol). Reagents/catalysts: [Pd] (palladium). The yield is 66.6%. The product is C(C)(C)C1C(C(CCC1)C(C)C)OCC(C)O (1-(2,6-diisopropylcyclohexyloxy)-2-propanol). Procedure details: The synthesis was carried out in the same manner as described in Example 3b, except that 30 g (0.13 mol) of 1-(2,6-diisopropylphenyloxy)-2-propanol were used instead of 50 g (0.23 mol) of 1-(2-tert-butylphenyloxy)-2-butanol and the amount of the same palladium catalyst was increased to 1.5 g. The reaction was carried out for 5 hours and 21 g of 1-(2,6-diisopropylcyclohexyloxy)-2-propanol were obtained in a 67% yield. Reaction conditions: time 5 hour. Reaction SMILES: [CH:1]([C:4]1[CH:9]=[CH:8][CH:7]=[C:6]([CH:10]([CH3:12])[CH3:11])[C:5]=1[O:13][CH2:14][CH:15]([OH:17])[CH3:16])([CH3:3])[CH3:2].C(C1C=CC=CC=1OCC(O)CC)(C)(C)C>[Pd]>[CH:1]([CH:4]1[CH2:9][CH2:8][CH2:7][CH:6]([CH:10]([CH3:11])[CH3:12])[CH:5]1[O:13][CH2:14][CH:15]([OH:17])[CH3:16])([CH3:2])[CH3:3]. The reactants are O=C([O-])[O-], C=CCBr, CC#N, O=[N+]([O-])c1cc(Cl)c(O)cc1Cl, [K+], [K+]. Product: C=CCOc1cc(Cl)c([N+](=O)[O-])cc1Cl. RXN SMILES: [C:13](=[O:14])([O-:15])[O-:16].[CH2:19]([CH:20]=[CH2:21])[Br:22].[CH3:23][C:24]#[N:25].[Cl:1][c:2]1[c:3]([OH:12])[cH:4][c:5]([Cl:11])[c:6]([N+:8](=[O:9])[O-:10])[cH:7]1.[K+:17].[K+:18]>>[Cl:1][c:2]1[c:3]([O:12][CH2:21][CH:20]=[CH2:19])[cH:4][c:5]([Cl:11])[c:6]([N+:8](=[O:9])[O-:10])[cH:7]1. The reactants are BrC=1C=C2C(=CNC2=CC1)CC(C)([N+](=O)[O-])C (5-Bromo-3-(2-methyl-2-nitropropyl)indole), O.NN (hydrazine hydrate). Procedure: 5-Bromo-3-(2-methyl-2-nitropropyl)indole, 5.9 g. was reduced with Raney nichel and hydrazine hydrate according to the method of Procedure 67D. The crude product was purified by dissolving in 200 ml. of dilute hydrochloric acid, treatment with activated charcoal, filtering, and basification of the filtrate with 10% aqueous sodium hydroxide. Yield 3.8 g. of white powder, m.p. 150°-155° C. RXN SMILES: [Br:1][C:2]1[CH:3]=[C:4]2[C:8](=[CH:9][CH:10]=1)[NH:7][CH:6]=[C:5]2[CH2:11][C:12]([CH3:17])([N+:14]([O-])=O)[CH3:13].O.NN>[Ni+2]>[Br:1][C:2]1[CH:3]=[C:4]2[C:8](=[CH:9][CH:10]=1)[NH:7][CH:6]=[C:5]2[CH2:11][C:12]([CH3:17])([CH3:13])[NH2:14] |f:1.2|. The product is BrC=1C=C2C(=CNC2=CC1)CC(N)(C)C (5-BROMO-α,α-DIMETHYL-1H-INDOL-3-YL-ETHANEAMINE). Reagents/catalysts: [Ni+2] (nichel). The reactants are COC(=O)CC[C@@H](C(=O)O)N (L-glutamic acid-γ-methyl ester), C(C)N (ethylamine), C(C)(=O)CC(C)=O (acetylacetone), C(C)(=O)O (acetic acid). Run in C1(=CC=CC=C1)C (toluene). The product is N[C@@H](CCC(=O)NCC)C(=O)O (theanine). Isolated yield 3.7%. Reaction SMILES: CO[C:3]([CH2:5][CH2:6][C@H:7]([NH2:11])[C:8]([OH:10])=[O:9])=[O:4].C(CC(=O)C)(=O)C.C(O)(=O)C.[CH2:23]([NH2:25])[CH3:24]>C1(C)C=CC=CC=1>[NH2:11][C@H:7]([C:8]([OH:10])=[O:9])[CH2:6][CH2:5][C:3]([NH:25][CH2:23][CH3:24])=[O:4]. Reported procedure: First, 5.0 g (31 mmol) of L-glutamic acid-γ-methyl ester was suspended in 45 g of toluene. To this, 15 g (233 mmol) of acetylacetone and 5.6 g (93 mmol) of acetic acid were added. The mixture was heated for 2 hours while removing water generated by use of an ester tube at 100° C. to 110° C. The solvent was removed to obtain 7.9 g of a yellow oily substance. To the oily substance, 13.5 g (210 mmol) of 70% ethylamine was added and allowed to react for 23 hours. The same procedure as in Example 1 w... The reactants are C(C)(=O)N[C@@H](C(=O)N1[C@@H](CCC1)C(=O)O)CC1=CC=C(C=C1)C1=CC=CC=C1 (1-(2-(R)-acetylamino-3-biphenyl-4y1-propionyl)-pyrrolidin-2-(S)-carboxylic acid), NCC=1C=C2C=CN=C(C2=CC1)N (6-aminomethyl-isoquinolin-1-ylamine), CN1CCOCC1 (N-methyl morpholine), F[B-](F)(F)F.N1(N=NC2=C1C=CC=C2)OC(=[N+](C)C)N(C)C (2-(1H-benzotriazole-1-yl)-1,1,3,3-tetramethyluronium tetrafluoroborate). Run in CN(C=O)C (N,N-dimethyl formamide). Reaction conditions: time 3 hour. The product is NC1=NC=CC2=CC(=CC=C12)CNC(=O)[C@H]1N(CCC1)C([C@@H](CC1=CC=C(C=C1)C1=CC=CC=C1)NC(C)=O)=O (1-(2-(R)-Acetylamino-3-biphenyl-4yl-propionyl)-pyrrolidin-2-(S)-carboxylic acid (1-amino-isoquinolin-6-ylmethyl)-amide). Yield: 71.0%. Reaction SMILES: [C:1]([NH:4][C@H:5]([CH2:16][C:17]1[CH:22]=[CH:21][C:20]([C:23]2[CH:28]=[CH:27][CH:26]=[CH:25][CH:24]=2)=[CH:19][CH:18]=1)[C:6]([N:8]1[CH2:12][CH2:11][CH2:10][C@H:9]1[C:13]([OH:15])=O)=[O:7])(=[O:3])[CH3:2].[NH2:29][CH2:30][C:31]1[CH:32]=[C:33]2[C:38](=[CH:39][CH:40]=1)[C:37]([NH2:41])=[N:36][CH:35]=[CH:34]2.CN1CCOCC1.F[B-](F)(F)F.N1(OC(N(C)C)=[N+](C)C)C2C=CC=CC=2N=N1>CN(C)C=O>[NH2:41][C:37]1[C:38]2[C:33](=[CH:32][C:31]([CH2:30][NH:29][C:13]([C@@H:9]3[CH2:10][CH2:11][CH2:12][N:8]3[C:6](=[O:7])[C@H:5]([NH:4][C:1](=[O:3])[CH3:2])[CH2:16][C:17]3[CH:18]=[CH:19][C:20]([C:23]4[CH:24]=[CH:25][CH:26]=[CH:27][CH:28]=4)=[CH:21][CH:22]=3)=[O:15])=[CH:40][CH:39]=2)[CH:34]=[CH:35][N:36]=1 |f:3.4|. Procedure: A mixture of 1-(2-(R)-acetylamino-3-biphenyl-4y1-propionyl)-pyrrolidin-2-(S)-carboxylic acid (0.120 g), 6-aminomethyl-isoquinolin-1-ylamine (0.058 g), N-methyl morpholine (0.11 mL) and 0.100 g of 2-(1H-benzotriazole-1-yl)-1,1,3,3-tetramethyluronium tetrafluoroborate (TBTU) in 4.5 mL of dry N,N-dimethyl formamide was stirred for 3 h at ambient temperature. The mixture was concentrated and the remaining residue was purified by silica chromatography (dichloro-methane/methanol 8/2) to give 0.120 g (... The reactants are CCOC(=O)CCCSc1ccc2c(-c3ccccc3)cc3nncn3c2c1, CO, Cl, [Li+], [OH-], O. The product is O=C(O)CCCSc1ccc2c(-c3ccccc3)cc3nncn3c2c1. RXN SMILES: [CH2:1]([CH3:2])[O:3][C:4]([CH2:5][CH2:6][CH2:7][S:8][c:9]1[cH:10][cH:11][c:12]2[c:13](-[c:22]3[cH:23][cH:24][cH:25][cH:26][cH:27]3)[cH:14][c:15]3[n:16]([c:17]2[cH:18]1)[cH:19][n:20][n:21]3)=[O:28].[CH3:31][OH:32].[ClH:33].[Li+:30].[OH-:29].[OH2:34]>>[O:3]=[C:4]([CH2:5][CH2:6][CH2:7][S:8][c:9]1[cH:10][cH:11][c:12]2[c:13](-[c:22]3[cH:23][cH:24][cH:25][cH:26][cH:27]3)[cH:14][c:15]3[n:16]([c:17]2[cH:18]1)[cH:19][n:20][n:21]3)[OH:28].